Task: describe an organic reaction: reactants, conditions, products, and yield. Dataset: the Open Reaction Database (ORD), a public repository of structured organic reaction records The reactants are CCNCC, CN(C)C=O, CN1Cc2c(-c3nnc(CCl)o3)ncn2-c2ccccc2C1=O. The product is CCN(CC)Cc1nnc(-c2ncn3c2CN(C)C(=O)c2ccccc2-3)o1. As a reaction SMILES: [CH2:24]([CH3:25])[NH:26][CH2:27][CH3:28].[CH3:29][N:30]([CH3:31])[CH:32]=[O:33].[Cl:1][CH2:2][c:3]1[n:4][n:5][c:6](-[c:8]2[n:9][cH:10][n:11]3[c:12]2[CH2:13][N:14]([CH3:23])[C:15](=[O:22])[c:16]2[c:17]-3[cH:18][cH:19][cH:20][cH:21]2)[o:7]1>>[CH2:2]([c:3]1[n:4][n:5][c:6](-[c:8]2[n:9][cH:10][n:11]3[c:12]2[CH2:13][N:14]([CH3:23])[C:15](=[O:22])[c:16]2[c:17]-3[cH:18][cH:19][cH:20][cH:21]2)[o:7]1)[N:26]([CH2:24][CH3:25])[CH2:27][CH3:28]. The reactants are C(C)(=O)NC=1C=CC=C2CCC(CC12)OS(=O)(=O)C (methanesulfonic acid 8-acetylamino-1,2,3,4-tetrahydronaphthalen-2-yl ester), [N-]=[N+]=[N-].[Na+] (sodium azide). The solvent is CN(C=O)C (dimethylformamide). Reaction conditions: temperature 50 celsius. Yields the product N(=[N+]=[N-])C1CCC=2C=CC=C(C2C1)NC(C)=O (N-(7-azido-5,6,7,8-tetrahydronaphthalen-1-yl)-acetamide). The yield is 96.9%. As a reaction SMILES: [C:1]([NH:4][C:5]1[CH:6]=[CH:7][CH:8]=[C:9]2[C:14]=1[CH2:13][CH:12](OS(C)(=O)=O)[CH2:11][CH2:10]2)(=[O:3])[CH3:2].[N-:20]=[N+:21]=[N-:22].[Na+]>CN(C)C=O>[N:20]([CH:12]1[CH2:13][C:14]2[C:5]([NH:4][C:1](=[O:3])[CH3:2])=[CH:6][CH:7]=[CH:8][C:9]=2[CH2:10][CH2:11]1)=[N+:21]=[N-:22] |f:1.2|. Procedure details: A mixture of methanesulfonic acid 8-acetylamino-1,2,3,4-tetrahydronaphthalen-2-yl ester (3.8 g, 13 mmol) and sodium azide (1.7 g, 27 mmol) in dimethylformamide (70 mL) was heated at 50° C. for 6 h. The solvent was removed by rotoevaporation in vacuo and the residue partitioned between methylene chloride and water. The organic layer was separated, dried over sodium sulfate, filtered and evaporated to give a dark solid. The product was purified by column chromatography on silica gel (1:1 ethyl ace... Starting materials: COC(CC1=CC(=CC(=C1)C(F)(F)F)OS(=O)(=O)C(F)(F)F)=O ((3-Trifluoromethanesulfonyloxy-5-trifluoromethyl-phenyl)-acetic acid methyl ester), C(C)N(C(=O)NC)CC1=C(C=CC(=C1)C(F)(F)F)B1OC(C(O1)(C)C)(C)C (1-ethyl-3-methyl-1-[2-(4,4,5,5-tetramethyl-[1,3,2]dioxaborolan-2-yl)-5-trifluoromethyl-benzyl]-urea), C([O-])([O-])=O.[K+].[K+] (potassium carbonate). The reagents and catalysts are C=1C=CC(=CC1)[P](C=2C=CC=CC2)(C=3C=CC=CC3)[Pd]([P](C=4C=CC=CC4)(C=5C=CC=CC5)C=6C=CC=CC6)([P](C=7C=CC=CC7)(C=8C=CC=CC8)C=9C=CC=CC9)[P](C=1C=CC=CC1)(C=1C=CC=CC1)C=1C=CC=CC1 (tetrakis(triphenylphosphine)palladium(0)). Run in COCCOC (DME). Conditions: temperature 90 celsius, time 2 hour. The product is COC(CC=1C=C(C=C(C1)C(F)(F)F)C1=C(C=C(C=C1)C(F)(F)F)CN(C(=O)NC)CC)=O ([2′-(1-Ethyl-3-methyl-ureidomethyl)-5,4′-bis-trifluoromethyl-biphenyl-3-yl]-acetic acid methyl ester). RXN SMILES: [CH3:1][O:2][C:3](=[O:23])[CH2:4][C:5]1[CH:10]=[C:9]([C:11]([F:14])([F:13])[F:12])[CH:8]=[C:7](OS(C(F)(F)F)(=O)=O)[CH:6]=1.[CH2:24]([N:26]([CH2:31][C:32]1[CH:37]=[C:36]([C:38]([F:41])([F:40])[F:39])[CH:35]=[CH:34][C:33]=1B1OC(C)(C)C(C)(C)O1)[C:27]([NH:29][CH3:30])=[O:28])[CH3:25].C(=O)([O-])[O-].[K+].[K+]>C1C=CC([P]([Pd]([P](C2C=CC=CC=2)(C2C=CC=CC=2)C2C=CC=CC=2)([P](C2C=CC=CC=2)(C2C=CC=CC=2)C2C=CC=CC=2)[P](C2C=CC=CC=2)(C2C=CC=CC=2)C2C=CC=CC=2)(C2C=CC=CC=2)C2C=CC=CC=2)=CC=1.COCCOC>[CH3:1][O:2][C:3](=[O:23])[CH2:4][C:5]1[CH:6]=[C:7]([C:33]2[CH:34]=[CH:35][C:36]([C:38]([F:41])([F:39])[F:40])=[CH:37][C:32]=2[CH2:31][N:26]([CH2:24][CH3:25])[C:27]([NH:29][CH3:30])=[O:28])[CH:8]=[C:9]([C:11]([F:12])([F:13])[F:14])[CH:10]=1 |f:2.3.4,^1:60,62,81,100|. Reported procedure: (3-Trifluoromethanesulfonyloxy-5-trifluoromethyl-phenyl)-acetic acid methyl ester (0.063 g, 0.18 mmol), 1-ethyl-3-methyl-1-[2-(4,4,5,5-tetramethyl-[1,3,2]dioxaborolan-2-yl)-5-trifluoromethyl-benzyl]-urea (0.070 g, 0.18 mmol, potassium carbonate (0.062 g, 0.45 mmol), and tetrakis(triphenylphosphine)palladium(0) (0.021 g, 0.02 mmol) were combined in 2:1 DME:H2O (3 mL) and degassed with N2 for 10 minutes. The reaction was then stirred at 90° C. for 2 hours, until no starting material was seen by an... Reactants: COc1ccc2cc(Br)ccc2c1C(C)O, CC(C)(C)[Si](C)(C)Cl, CN(C)C=O, c1c[nH]cn1. Yields the product COc1ccc2cc(Br)ccc2c1C(C)O[Si](C)(C)C(C)(C)C. RXN SMILES: [Br:1][c:2]1[cH:3][c:4]2[cH:5][cH:6][c:7]([O:15][CH3:16])[c:8]([CH:12]([CH3:13])[OH:14])[c:9]2[cH:10][cH:11]1.[C:17]([CH3:18])([CH3:19])([CH3:20])[Si:21]([Cl:22])([CH3:23])[CH3:24].[O:30]=[CH:31][N:32]([CH3:33])[CH3:34].[nH:25]1[cH:26][cH:27][n:28][cH:29]1>>[Br:1][c:2]1[cH:3][c:4]2[cH:5][cH:6][c:7]([O:15][CH3:16])[c:8]([CH:12]([CH3:13])[O:14][Si:21]([C:17]([CH3:18])([CH3:19])[CH3:20])([CH3:23])[CH3:24])[c:9]2[cH:10][cH:11]1.